Dataset: the Open Reaction Database (ORD), a public repository of structured organic reaction records. Task: describe an organic reaction: reactants, conditions, products, and yield Starting materials: CCC(c1ccccc1)C(O)(c1ccc(OCCN(C)C)cc1)c1cccc(O)c1, CCO, CO, ClC(Cl)Cl, Cl. Product: CCC(=C(c1ccc(OCCN(C)C)cc1)c1cccc(O)c1)c1ccccc1, Cl. Reaction SMILES: [CH3:1][N:2]([CH2:3][CH2:4][O:5][c:6]1[cH:7][cH:8][c:9]([C:12]([CH:13]([CH2:14][CH3:15])[c:16]2[cH:17][cH:18][cH:19][cH:20][cH:21]2)([OH:22])[c:23]2[cH:24][c:25]([OH:29])[cH:26][cH:27][cH:28]2)[cH:10][cH:11]1)[CH3:30].[CH3:31][CH2:32][OH:33].[CH3:39][OH:40].[Cl:35][CH:36]([Cl:37])[Cl:38].[ClH:34]>>[CH3:1][N:2]([CH2:3][CH2:4][O:5][c:6]1[cH:7][cH:8][c:9]([C:12](=[C:13]([CH2:14][CH3:15])[c:16]2[cH:17][cH:18][cH:19][cH:20][cH:21]2)[c:23]2[cH:24][c:25]([OH:29])[cH:26][cH:27][cH:28]2)[cH:10][cH:11]1)[CH3:30].[ClH:34]. Reactants: Cl (hydrogen chloride), C(C)(=O)OC=1C(=C(OCCCOC2=C(C=C(C(=O)OC(C)(C)C)C=C2)Br)C=CC1C(C)=O)CCC (tert-butyl 4-[3-(3-acetoxy-4-acetyl-2-propylphenoxy)propoxy]-3-bromobenzoate), Cl (hydrogen chloride). The solvent is O1CCOCC1 (dioxane), O1CCOCC1 (dioxane), O1CCOCC1 (dioxane). Product: C(C)(=O)OC=1C(=C(OCCCOC2=C(C=C(C(=O)O)C=C2)Br)C=CC1C(C)=O)CCC (4-[3-(3-acetoxy-4-acetyl-2-propylphenoxy)propoxy]-3-bromobenzoic acid). The yield is 26.0%. RXN SMILES: [C:1]([O:4][C:5]1[C:6]([CH2:33][CH2:34][CH3:35])=[C:7]([CH:27]=[CH:28][C:29]=1[C:30](=[O:32])[CH3:31])[O:8][CH2:9][CH2:10][CH2:11][O:12][C:13]1[CH:25]=[CH:24][C:16]([C:17]([O:19]C(C)(C)C)=[O:18])=[CH:15][C:14]=1[Br:26])(=[O:3])[CH3:2].Cl>O1CCOCC1>[C:1]([O:4][C:5]1[C:6]([CH2:33][CH2:34][CH3:35])=[C:7]([CH:27]=[CH:28][C:29]=1[C:30](=[O:32])[CH3:31])[O:8][CH2:9][CH2:10][CH2:11][O:12][C:13]1[CH:25]=[CH:24][C:16]([C:17]([OH:19])=[O:18])=[CH:15][C:14]=1[Br:26])(=[O:3])[CH3:2]. Procedure: To a solution of tert-butyl 4-[3-(3-acetoxy-4-acetyl-2-propylphenoxy)propoxy]-3-bromobenzoate (1.5 g) in dioxane (10 ml) was added a cooled solution of 2 N hydrogen chloride in dioxane (10 ml) at 20° C. under stirring. The reaction mixture was warmed to room temperature, and stirred for 30 minutes. To the mixture was added an additional cooled solution of 2 N hydrogen chloride in dioxane (10 ml). The mixture was stirred for 1.5 hours and subjected to concentration under reduced pressure. The res...